This data is from the Open Reaction Database (ORD), a public repository of structured organic reaction records. The task is: describe an organic reaction: reactants, conditions, products, and yield The reactants are N([C@@H](CC1=CN(C=N1)S(=O)(=O)C1=CC=C(C)C=C1)C(=O)O)C(=O)OC(C)(C)C.C1(CCCCC1)C[C@H](N)C=O (Boc-His(Ts) 3-cyclohexylalaninal), C(C)(=O)O (acetic acid), C[Si](C)(C)[N-][Si](C)(C)C.[K+] (potassium bis-trimethylsilylamide), C1(=CC=CC=C1)C (toluene), CC(=O)C1CCCCC1 (cyclohexyl methyl ketone), [Cl-].[NH4+] (ammonium chloride), C1COCCOCCOCCOCCOCCO1 (18-crown-6). The solvent is C1CCOC1 (THF), C1CCOC1 (THF), C1CCOC1 (THF), C1CCOC1 (THF). Run at time 10 minute. The product is N([C@@H](CC1=CN(C=N1)S(=O)(=O)C1=CC=C(C)C=C1)C(=O)O)C(=O)OC(C)(C)C.C1(CCCCC1)C[C@@H]([C@H](CC(C1CCCCC1)=O)O)[NH-] (Boc-His(Ts) 1(S)-cyclohexylmethyl-2(S)-hydroxy-4-oxo-4-cyclohexyl-butylamide). Yield: 14.3%. As a reaction SMILES: C[Si]([N-][Si](C)(C)C)(C)C.[K+].C1(C)C=CC=CC=1.[CH3:18][C:19]([CH:21]1[CH2:26][CH2:25][CH2:24][CH2:23][CH2:22]1)=[O:20].C1OCCOCCOCCOCCOCCOC1.[NH:45]([C:66]([O:68][C:69]([CH3:72])([CH3:71])[CH3:70])=[O:67])[C@H:46]([C:63]([OH:65])=[O:64])[CH2:47][C:48]1[N:52]=[CH:51][N:50]([S:53]([C:56]2[CH:62]=[CH:61][C:59]([CH3:60])=[CH:58][CH:57]=2)(=[O:55])=[O:54])[CH:49]=1.[CH:73]1([CH2:79][C@@H:80]([CH:82]=[O:83])[NH2:81])[CH2:78][CH2:77][CH2:76][CH2:75][CH2:74]1.C(O)(=O)C.[Cl-].[NH4+]>C1COCC1>[NH:45]([C:66]([O:68][C:69]([CH3:72])([CH3:71])[CH3:70])=[O:67])[C@H:46]([C:63]([OH:65])=[O:64])[CH2:47][C:48]1[N:52]=[CH:51][N:50]([S:53]([C:56]2[CH:57]=[CH:58][C:59]([CH3:60])=[CH:61][CH:62]=2)(=[O:55])=[O:54])[CH:49]=1.[CH:73]1([CH2:79][C@H:80]([NH-:81])[C@@H:82]([OH:83])[CH2:18][C:19](=[O:20])[CH:21]2[CH2:26][CH2:25][CH2:24][CH2:23][CH2:22]2)[CH2:78][CH2:77][CH2:76][CH2:75][CH2:74]1 |f:0.1,5.6,8.9,11.12|. Reported procedure: To a 0.5N potassium bis-trimethylsilylamide solution in toluene (9.2 ml, 4.60 mmol, 2.5 eq) is added dropwise at -78° C. cyclohexyl methyl ketone (0.58 g, 4.60 mmol, 2.5 eq) in THF (9 ml) with stirring under a nitrogen atmosphere over 10 minutes. After 20 minutes stirring at the same temperature, 18-crown-6 (1.216 g, 4.60 mmol, 2.5 eq) in THF (10 ml) is dropwise added to the mixture over two minutes. Further, the dipeptidealdehyde [14a] (1.0 g, 1.83 mmol) in THF (10 ml) is dropwise added over 15... The reactants are ClC1=NC(=NC(=C1)C(F)(F)F)C1=CC(=CC=C1)Cl (4-chloro-2-(3-chlorophenyl)-6-(trifluoromethyl)pyrimidine), NC1=CC=C(CCO)C=C1 (4-aminophenethyl alcohol). The solvent is CN1CCCC1=O (NMP). Product: ClC=1C=C(C=CC1)C1=NC(=CC(=N1)NC1=CC=C(C=C1)CCO)C(F)(F)F (2-(4-((2-(3-Chlorophenyl)-6-(trifluoromethyl)pyrimidin-4-yl)amino)phenyl)ethanol). Isolated yield 32.9%. As a reaction SMILES: Cl[C:2]1[CH:7]=[C:6]([C:8]([F:11])([F:10])[F:9])[N:5]=[C:4]([C:12]2[CH:17]=[CH:16][CH:15]=[C:14]([Cl:18])[CH:13]=2)[N:3]=1.[NH2:19][C:20]1[CH:28]=[CH:27][C:23]([CH2:24][CH2:25][OH:26])=[CH:22][CH:21]=1>CN1C(=O)CCC1>[Cl:18][C:14]1[CH:13]=[C:12]([C:4]2[N:3]=[C:2]([NH:19][C:20]3[CH:28]=[CH:27][C:23]([CH2:24][CH2:25][OH:26])=[CH:22][CH:21]=3)[CH:7]=[C:6]([C:8]([F:11])([F:10])[F:9])[N:5]=2)[CH:17]=[CH:16][CH:15]=1. Procedure: Following General Procedure A2, 4-chloro-2-(3-chlorophenyl)-6-(trifluoromethyl)pyrimidine (0.100 g, 0.34 mmol) in NMP (3 mL) was reacted with 4-aminophenethyl alcohol (0.094 g, 0.68 mmol) to afford the title compound (0.044 g, 44%) as an off-white solid. MW=393.79. 1H NMR (DMSO-d6, 500 MHz) δ 10.20 (s, 1H), 8.30-8.25 (m, 2H), 7.78-7.56 (m, 4H), 7.29 (d, J=8.5 Hz, 2H), 7.07 (s, 1H), 4.64 (t, J=5.2 Hz, 1H), 3.66-3.60 (m, 2H), 2.74 (t, J=7.0 Hz, 2H); APCI MS m/z 394 [M+H]+. The reactants are CCN(CC)CCCCl, COc1ccc(S(=O)(=O)c2c(-c3ccccc3)sc3ccccc23)cc1, Cl, c1ccncc1. Yields the product CCN(CC)CCCOc1ccc(S(=O)(=O)c2c(-c3ccccc3)sc3ccccc23)cc1. As a reaction SMILES: [CH2:34]([CH3:35])[N:36]([CH2:37][CH2:38][CH2:39][Cl:40])[CH2:41][CH3:42].[CH3:1][O:2][c:3]1[cH:4][cH:5][c:6]([S:9](=[O:10])(=[O:11])[c:12]2[c:13](-[c:21]3[cH:22][cH:23][cH:24][cH:25][cH:26]3)[s:14][c:15]3[c:16]2[cH:17][cH:18][cH:19][cH:20]3)[cH:7][cH:8]1.[ClH:27].[n:28]1[cH:29][cH:30][cH:31][cH:32][cH:33]1>>[CH2:1]([O:2][c:3]1[cH:4][cH:5][c:6]([S:9](=[O:10])(=[O:11])[c:12]2[c:13](-[c:21]3[cH:22][cH:23][cH:24][cH:25][cH:26]3)[s:14][c:15]3[c:16]2[cH:17][cH:18][cH:19][cH:20]3)[cH:7][cH:8]1)[CH2:38][CH2:37][N:36]([CH2:34][CH3:35])[CH2:41][CH3:42].